describe an organic reaction: reactants, conditions, products, and yield From a dataset of the Open Reaction Database (ORD), a public repository of structured organic reaction records. Reactants: C1CCOC1, CC(C)O, CCOC(=O)CCc1cc2cc(-c3noc(-c4cnc(OC(C)C)c(Cl)c4)n3)ccc2[nH]1, Cl, [Na+], [OH-], O. The product is CC(C)Oc1ncc(-c2nc(-c3ccc4[nH]c(CCC(=O)O)cc4c3)no2)cc1Cl. As a reaction SMILES: [CH2:36]1[O:37][CH2:38][CH2:39][CH2:40]1.[CH:41]([OH:42])([CH3:43])[CH3:44].[Cl:3][c:4]1[cH:5][c:6](-[c:14]2[n:15][c:16](-[c:19]3[cH:20][c:21]4[cH:22][c:23]([CH2:28][CH2:29][C:30](=[O:31])[O:32][CH2:33][CH3:34])[nH:24][c:25]4[cH:26][cH:27]3)[n:17][o:18]2)[cH:7][n:8][c:9]1[O:10][CH:11]([CH3:12])[CH3:13].[ClH:35].[Na+:2].[OH-:1].[OH2:45]>>[Cl:3][c:4]1[cH:5][c:6](-[c:14]2[n:15][c:16](-[c:19]3[cH:20][c:21]4[cH:22][c:23]([CH2:28][CH2:29][C:30](=[O:31])[OH:32])[nH:24][c:25]4[cH:26][cH:27]3)[n:17][o:18]2)[cH:7][n:8][c:9]1[O:10][CH:11]([CH3:12])[CH3:13].